This data is from the Open Reaction Database (ORD), a public repository of structured organic reaction records. The task is: describe an organic reaction: reactants, conditions, products, and yield The reactants are N1=CC=CC2=CC(=CC=C12)CC(=O)OC (methyl 6-quinolineacetate), [Se](=O)=O (Selenium dioxide). The solvent is O1CCOCC1 (dioxane). Product: COC(C(C=1C=C2C=CC=NC2=CC1)=O)=O (Oxo-quinolin-6-yl-acetic acid methyl ester). Reaction SMILES: [N:1]1[C:10]2[C:5](=[CH:6][C:7]([CH2:11][C:12]([O:14][CH3:15])=[O:13])=[CH:8][CH:9]=2)[CH:4]=[CH:3][CH:2]=1.[Se](=O)=[O:17]>O1CCOCC1>[CH3:15][O:14][C:12](=[O:13])[C:11](=[O:17])[C:7]1[CH:6]=[C:5]2[C:10](=[CH:9][CH:8]=1)[N:1]=[CH:2][CH:3]=[CH:4]2. Reported procedure: To the solution of methyl 6-quinolineacetate (1.2 g, 6 mmmol) in dioxane (30 mL) was added Selenium dioxide (1.65 g, 15 mmol). The mixture was heated to reflux for 3 days, cooled to room temperature, filtered through Celite and concentrated. The residue was purified by chromatography (methylene chloride to 5% ethyl acetate in chloride) to a white solid (0.75 g, 58%). 1H-NMR (CDCl3): δ 9.07-9.06 (1H, q, J=1.7, 2.5 Hz), 8.62-8.61 (1H, d,J=1.7 Hz), 8.32-8.31 (2H, m), 8.22-8.20 (1H, d, J=8.8 Hz), 7....